This data is from the Open Reaction Database (ORD), a public repository of structured organic reaction records. The task is: describe an organic reaction: reactants, conditions, products, and yield The reactants are CC(C)O, CN1C(=O)C(F)(F)CN(C2CCCC2)c2nc(Cl)ncc21, ClCCl, COc1cc(C(=O)NC2CCN(CCF)CC2)ccc1N, [Na+], [Na+], O=C([O-])[O-], O, Cc1ccc(S(=O)(=O)O)cc1. RXN SMILES: [CH:61]([OH:62])([CH3:63])[CH3:64].[Cl:1][c:2]1[n:3][cH:4][c:5]2[c:6]([n:21]1)[N:7]([CH:16]1[CH2:17][CH2:18][CH2:19][CH2:20]1)[CH2:8][C:9]([F:14])([F:15])[C:10](=[O:13])[N:11]2[CH3:12].[Cl:65][CH2:66][Cl:67].[NH2:22][c:23]1[c:24]([O:41][CH3:42])[cH:25][c:26]([C:27](=[O:28])[NH:29][CH:30]2[CH2:31][CH2:32][N:33]([CH2:36][CH2:37][F:38])[CH2:34][CH2:35]2)[cH:39][cH:40]1.[Na+:55].[Na+:56].[O-:57][C:58](=[O:59])[O-:60].[OH2:43].[c:44]1([CH3:45])[cH:46][cH:47][c:48]([S:49]([OH:50])(=[O:51])=[O:52])[cH:53][cH:54]1>>[c:2]1([NH:22][c:23]2[c:24]([O:41][CH3:42])[cH:25][c:26]([C:27](=[O:28])[NH:29][CH:30]3[CH2:31][CH2:32][N:33]([CH2:36][CH2:37][F:38])[CH2:34][CH2:35]3)[cH:39][cH:40]2)[n:3][cH:4][c:5]2[c:6]([n:21]1)[N:7]([CH:16]1[CH2:17][CH2:18][CH2:19][CH2:20]1)[CH2:8][C:9]([F:14])([F:15])[C:10](=[O:13])[N:11]2[CH3:12]. Yields the product COc1cc(C(=O)NC2CCN(CCF)CC2)ccc1Nc1ncc2c(n1)N(C1CCCC1)CC(F)(F)C(=O)N2C. Starting materials: CC(=O)O, [BH3-]C#N, CO, COC(=O)c1ccnc2c1c(C=O)cn2C(=O)OC(C)(C)C, CC(C)(C)OC(=O)N1CCC(CN)C1, [Na+]. Product: COC(=O)c1ccnc2c1c(CNCC1CCN(C(=O)OC(C)(C)C)C1)cn2C(=O)OC(C)(C)C. RXN SMILES: [C:23]([OH:24])(=[O:25])[CH3:26].[C:41]([BH3-:42])#[N:43].[CH3:45][OH:46].[CH:1](=[O:2])[c:3]1[cH:4][n:5]([C:16](=[O:17])[O:18][C:19]([CH3:20])([CH3:21])[CH3:22])[c:6]2[n:7][cH:8][cH:9][c:10]([C:12](=[O:13])[O:14][CH3:15])[c:11]12.[NH2:27][CH2:28][CH:29]1[CH2:30][N:31]([C:34](=[O:35])[O:36][C:37]([CH3:38])([CH3:39])[CH3:40])[CH2:32][CH2:33]1.[Na+:44]>>[CH2:1]([c:3]1[cH:4][n:5]([C:16](=[O:17])[O:18][C:19]([CH3:20])([CH3:21])[CH3:22])[c:6]2[n:7][cH:8][cH:9][c:10]([C:12](=[O:13])[O:14][CH3:15])[c:11]12)[NH:27][CH2:28][CH:29]1[CH2:30][N:31]([C:34](=[O:35])[O:36][C:37]([CH3:38])([CH3:39])[CH3:40])[CH2:32][CH2:33]1. As a reaction SMILES: [C:1]([CH3:2])([CH3:3])([CH3:4])[O:5][C:6](=[O:7])[NH:8][CH:9]([C:10](=[O:11])[OH:12])[CH2:13][CH2:14][c:15]1[cH:16][cH:17][c:18]([C:21]([F:22])([F:23])[F:24])[cH:19][cH:20]1.[CH3:36][CH2:37][O:38][C:39](=[O:40])[CH3:41].[NH2:25][c:26]1[cH:27][n:28][c:29]2[cH:30][cH:31][cH:32][cH:33][c:34]2[cH:35]1>>[C:1]([CH3:2])([CH3:3])([CH3:4])[O:5][C:6](=[O:7])[NH:8][CH:9]([C:10](=[O:11])[NH:25][c:26]1[cH:27][n:28][c:29]2[cH:30][cH:31][cH:32][cH:33][c:34]2[cH:35]1)[CH2:13][CH2:14][c:15]1[cH:16][cH:17][c:18]([C:21]([F:22])([F:23])[F:24])[cH:19][cH:20]1. The reactants are CC(C)(C)OC(=O)NC(CCc1ccc(C(F)(F)F)cc1)C(=O)O, CCOC(C)=O, Nc1cnc2ccccc2c1. Product: CC(C)(C)OC(=O)NC(CCc1ccc(C(F)(F)F)cc1)C(=O)Nc1cnc2ccccc2c1. The reactants are C1(=CC=CC=C1)C#C/C=C/CO ((E)-5-Phenyl-pent-2-en-4-yn-1-ol), N(=NC(=O)N1CCCCC1)C(=O)N1CCCCC1 (1,1′-(azodicarbonyl) dipiperidine), C(CCC)P(CCCC)CCCC (tributylphosphine), C(C)OC([C@H](CC1=CC=C(C=C1)O)OCC)=O ((S)-2-ethoxy-3-(4-hydroxy-phenyl)-propionic acid ethyl ester). The solvent is C1=CC=CC=C1 (benzene). Run at temperature 0 celsius, time 10 minute. Product: C(C)OC([C@H](CC1=CC=C(C=C1)OC\C=C\C#CC1=CC=CC=C1)OCC)=O ((E)-(S)-2-Ethoxy-3-[4-(5-phenyl-pent-2-en-4-ynyloxy)-phenyl]-propionic acid ethyl ester). Yield: 57.0%. As a reaction SMILES: [C:1]1([C:7]#[C:8]/[CH:9]=[CH:10]/[CH2:11][OH:12])[CH:6]=[CH:5][CH:4]=[CH:3][CH:2]=1.C(P(CCCC)CCCC)CCC.[CH2:26]([O:28][C:29](=[O:42])[C@@H:30]([O:39][CH2:40][CH3:41])[CH2:31][C:32]1[CH:37]=[CH:36][C:35](O)=[CH:34][CH:33]=1)[CH3:27].N(C(N1CCCCC1)=O)=NC(N1CCCCC1)=O>C1C=CC=CC=1>[CH2:26]([O:28][C:29](=[O:42])[C@@H:30]([O:39][CH2:40][CH3:41])[CH2:31][C:32]1[CH:37]=[CH:36][C:35]([O:12][CH2:11]/[CH:10]=[CH:9]/[C:8]#[C:7][C:1]2[CH:6]=[CH:5][CH:4]=[CH:3][CH:2]=2)=[CH:34][CH:33]=1)[CH3:27]. Procedure details: (E)-5-Phenyl-pent-2-en-4-yn-1-ol (328 mg, 2.07 mmol), tributylphosphine (606 mg, 3.0 mmol) and (S)-2-ethoxy-3-(4-hydroxy-phenyl)-propionic acid ethyl ester (Tetrahedron Letters, Vol. 35, No. 19, 3139–3142, 1994) (495 mg, 2.07 mmol) were successively dissolved in dry benzene (30 mL) under a nitrogen atmosphere and the solution cooled to 0° C. Solid 1,1′-(azodicarbonyl) dipiperidine (756 mg, 3.0 mmol) was added, the mixture stirred for 10 min., then warmed to room temperature and stirred for 16 h....